This data is from the Open Reaction Database (ORD), a public repository of structured organic reaction records. The task is: describe an organic reaction: reactants, conditions, products, and yield Starting materials: S(=O)(Cl)Cl (thionyl chloride), acid chloride, O (H2O), CCOC(=O)C (EtOAc), ClC1=C(C(=O)O)C=C(C=C1Cl)[N+](=O)[O-] (2,3-Dichloro-5-nitrobenzoic acid), ice. The solvent is CN(C)C=O (DMF). Conditions: time 15 hour. The product is ClC1=C(C=C(C=C1Cl)[N+](=O)[O-])C(C)=O (1-(2,3-Dichloro-5-nitro-phenyl)-ethanone). The yield is 82.0%. RXN SMILES: S(Cl)(Cl)=O.[Cl:5][C:6]1[C:14]([Cl:15])=[CH:13][C:12]([N+:16]([O-:18])=[O:17])=[CH:11][C:7]=1[C:8]([OH:10])=O.O.[CH3:20]COC(C)=O>CN(C=O)C>[Cl:5][C:6]1[C:14]([Cl:15])=[CH:13][C:12]([N+:16]([O-:18])=[O:17])=[CH:11][C:7]=1[C:8](=[O:10])[CH3:20]. Procedure details: To thionyl chloride, obtained from Aldrich, (125 mL) at 0° C. was slowly added 2,3-Dichloro-5-nitrobenzoic acid (246) (21.7 g, 91.9 mmol). The ice bath was taken away and the resulting solution was heated to reflux for 17 hours (note: acid completely dissolves upon heating). After cooling to ambient temperature, the excess thionyl chloride was removed under vacuum and the resulting acid chloride was allowed to stand under high vacuum for 15 h and used in the next step without further purificatio... Starting materials: C1(=CC=CC=C1)C1=NN(C(=C1OCCC)C1=CC=CC=C1)C (3,5-Diphenyl-1-methyl-4-n-propoxypyrazole), S(=O)(=O)(OC)OC (dimethyl sulfate). The solvent is C1(=CC=CC=C1)C (toluene). Reaction conditions: time 8 hour. Yields the product COS(=O)(=O)[O-].C[N+]=1N(C(=C(C1C1=CC=CC=C1)OCCC)C1=CC=CC=C1)C (1,2-Dimethyl-3,5-diphenyl-4-n-propoxypyrazolium methyl sulfate). Yield: 96.0%. As a reaction SMILES: [C:1]1([C:7]2[C:11]([O:12][CH2:13][CH2:14][CH3:15])=[C:10]([C:16]3[CH:21]=[CH:20][CH:19]=[CH:18][CH:17]=3)[N:9]([CH3:22])[N:8]=2)[CH:6]=[CH:5][CH:4]=[CH:3][CH:2]=1.[S:23]([O:28]C)([O:26][CH3:27])(=[O:25])=[O:24]>C1(C)C=CC=CC=1>[CH3:27][O:26][S:23]([O-:28])(=[O:25])=[O:24].[CH3:22][N+:9]1[N:8]([CH3:27])[C:7]([C:1]2[CH:6]=[CH:5][CH:4]=[CH:3][CH:2]=2)=[C:11]([O:12][CH2:13][CH2:14][CH3:15])[C:10]=1[C:16]1[CH:17]=[CH:18][CH:19]=[CH:20][CH:21]=1 |f:3.4|. Reported procedure: 3,5-Diphenyl-1-methyl-4-n-propoxypyrazole (2.77 g, 0.0095 mole) in molecular sieve dried toluene (80 ml) is heated to 50°C and dimethyl sulfate (2.5 g, 0.02 mole) is added. The mixture is stirred and heated under reflux for 6 hours, cooled and set aside overnight. The reaction mixture is then extracted with water, the water layer evaporated to dryness under vacuum to afford the title compound as a hygroscopic solid in 96% yield. Yields the product CCOP(=O)(Cc1ccc(I)cc1)OCC. RXN SMILES: [CH3:20][c:21]1[cH:22][cH:23][cH:24][cH:25][cH:26]1.[I:1][c:2]1[cH:3][cH:4][c:5]([CH2:6][Cl:7])[cH:8][cH:9]1.[P:10]([O:11][CH2:12][CH3:13])([O:14][CH2:15][CH3:16])[O:17][CH2:18][CH3:19]>>[I:1][c:2]1[cH:3][cH:4][c:5]([CH2:6][P:10]([O:11][CH2:12][CH3:13])([O:14][CH2:15][CH3:16])=[O:17])[cH:8][cH:9]1. The reactants are Cc1ccccc1, ClCc1ccc(I)cc1, CCOP(OCC)OCC. Reactants: ClC=1N=NC(=CC1C(C)(C)C)NN (3-chloro-4-(1,1-dimethylethyl)-6-hydrazinylpyridazine), FC1=C(C=O)C=C(C=C1)F (2,5-difluorobenzaldehyde). Reagents/catalysts: O.O.O.O.O.O.[Fe](Cl)(Cl)Cl (iron(III) chloride hexahydrate). Run in C(C)O (ethanol), Cl (hydrochloric acid). Conditions: time 30 minute. The product is ClC=1C(=CC=2N(N1)C(=NN2)C2=C(C=CC(=C2)F)F)C(C)(C)C (6-Chloro-3-(2,5-difluorophenyl)-7-(1,1-dimethylethyl)-1,2,4-triazolo[4,3-b]pyridazine). Yield: 35.8%. Reaction SMILES: [Cl:1][C:2]1[N:3]=[N:4][C:5]([NH:12][NH2:13])=[CH:6][C:7]=1[C:8]([CH3:11])([CH3:10])[CH3:9].[F:14][C:15]1[CH:22]=[CH:21][C:20]([F:23])=[CH:19][C:16]=1[CH:17]=O>Cl.C(O)C.O.O.O.O.O.O.[Fe](Cl)(Cl)Cl>[Cl:1][C:2]1[C:7]([C:8]([CH3:9])([CH3:10])[CH3:11])=[CH:6][C:5]2[N:4]([C:17]([C:16]3[CH:19]=[C:20]([F:23])[CH:21]=[CH:22][C:15]=3[F:14])=[N:13][N:12]=2)[N:3]=1 |f:4.5.6.7.8.9.10|. Procedure: To a slurry of 3-chloro-4-(1,1-dimethylethyl)-6-hydrazinylpyridazine (1.3 g, 6.5 mmol) in 0.1N hydrochloric acid (60 ml) was added 2,5-difluorobenzaldehyde (0.70 ml, 6.5 mmol) and the reaction mixture was stirred at room temperature for 30 minutes and then heated to 60° C. for 40 minutes. The reaction mixture was allowed to cool and the resultant solid was collected by filtration, dried and dissolved in ethanol (60 ml). To this solution was added iron(III) chloride hexahydrate (5.4 g, 32.5 mmol)...